From a dataset of the Open Reaction Database (ORD), a public repository of structured organic reaction records. describe an organic reaction: reactants, conditions, products, and yield Reactants: C(C1=CC=CC=C1)N1CC(C(C1)O)N(C)CCO (1-benzyl-4-hydroxy-3-(2-hydroxyethylmethyl-amino)-pyrrolidine), O (water). Solvent: S(O)(O)(=O)=O (sulphuric acid). Yields the product C(C1=CC=CC=C1)N1CC2N(CCOC2C1)C (8-Benzyl-5-methyl2-oxa-5,8-diazabicyclo[4.3.0]nonane). Reaction SMILES: [CH2:1]([N:8]1[CH2:12][CH:11](O)[CH:10]([N:14]([CH2:16][CH2:17][OH:18])[CH3:15])[CH2:9]1)[C:2]1[CH:7]=[CH:6][CH:5]=[CH:4][CH:3]=1.O>S(=O)(=O)(O)O>[CH2:1]([N:8]1[CH2:12][CH:11]2[CH:10]([N:14]([CH3:15])[CH2:16][CH2:17][O:18]2)[CH2:9]1)[C:2]1[CH:3]=[CH:4][CH:5]=[CH:6][CH:7]=1. Procedure: 18 g (71.9 mmol) of 1-benzyl-4-hydroxy-3-(2-hydroxyethylmethyl-amino)-pyrrolidine are reacted in 60 ml of concentrated sulphuric acid and 30 ml of water as in Example F a). Starting materials: BrC=1C(=CC(=C(C1)[C@]1(N=C(OCC1(F)F)N)C)F)F ((R)-4-(5-bromo-2,4-difluoro-phenyl)-5,5-difluoro-4-methyl-5,6-dihydro-4H-[1,3]oxazin-2-ylamine), ClC=1C=C(C=NC1)B(O)O (5-chloropyridin-3-ylboronic acid). The product is ClC=1C=C(C=NC1)C=1C(=CC(=C(C1)[C@]1(N=C(OCC1(F)F)N)C)F)F ((R)-4-[5-(5-Chloro-pyridin-3-yl)-2,4-difluoro-phenyl]-5,5-difluoro-4-methyl-5,6-dihydro-4H-[1,3]oxazin-2-ylamine). RXN SMILES: Br[C:2]1[C:3]([F:19])=[CH:4][C:5]([F:18])=[C:6]([C@:8]2([CH3:17])[C:13]([F:15])([F:14])[CH2:12][O:11][C:10]([NH2:16])=[N:9]2)[CH:7]=1.[Cl:20][C:21]1[CH:22]=[C:23](B(O)O)[CH:24]=[N:25][CH:26]=1>>[Cl:20][C:21]1[CH:22]=[C:23]([C:2]2[C:3]([F:19])=[CH:4][C:5]([F:18])=[C:6]([C@:8]3([CH3:17])[C:13]([F:15])([F:14])[CH2:12][O:11][C:10]([NH2:16])=[N:9]3)[CH:7]=2)[CH:24]=[N:25][CH:26]=1. Reported procedure: In a manner analogous to that described in Example 31, the cross-coupling reaction of (R)-4-(5-bromo-2,4-difluoro-phenyl)-5,5-difluoro-4-methyl-5,6-dihydro-4H-[1,3]oxazin-2-ylamine (intermediate A6.2) and 5-chloropyridin-3-ylboronic acid yielded the title compound as a pale yellow solid. MS (ISP): m/z=373.8 [M+H]+. The reactants are C(=O)(OC)C=1C=C(CN2CCN(CC2)C2=CC=C(C=C2)NC(=O)C=2C(=CC=CC2)C2=CC=C(C=C2)C(F)(F)F)C=CC1 (4′-trifluoromethyl-biphenyl-2-carboxylic acid [4-[4-(3-carbomethoxy-benzyl)-piperazin-1-yl]-phenyl]-amide), [OH-].[Na+] (sodium hydroxide), Cl (hydrochloric acid). The solvent is CCO (EtOH). Product: FC(C1=CC=C(C=C1)C=1C(=CC=CC1)C(=O)NC1=CC=C(C=C1)N1CCN(CC1)CC=1C=C(C(=O)O)C=CC1)(F)F (3-(4-{4-[(4′-Trifluoromethyl-biphenyl-2-carbonyl)-amino]-phenyl}-piperazin-1-ylmethyl)-benzoic Acid). The yield is 89.7%. As a reaction SMILES: [C:1]([C:5]1[CH:6]=[C:7]([CH:40]=[CH:41][CH:42]=1)[CH2:8][N:9]1[CH2:14][CH2:13][N:12]([C:15]2[CH:20]=[CH:19][C:18]([NH:21][C:22]([C:24]3[C:25]([C:30]4[CH:35]=[CH:34][C:33]([C:36]([F:39])([F:38])[F:37])=[CH:32][CH:31]=4)=[CH:26][CH:27]=[CH:28][CH:29]=3)=[O:23])=[CH:17][CH:16]=2)[CH2:11][CH2:10]1)([O:3]C)=[O:2].[OH-].[Na+].Cl>CCO>[F:39][C:36]([F:37])([F:38])[C:33]1[CH:34]=[CH:35][C:30]([C:25]2[C:24]([C:22]([NH:21][C:18]3[CH:17]=[CH:16][C:15]([N:12]4[CH2:11][CH2:10][N:9]([CH2:8][C:7]5[CH:6]=[C:5]([CH:42]=[CH:41][CH:40]=5)[C:1]([OH:3])=[O:2])[CH2:14][CH2:13]4)=[CH:20][CH:19]=3)=[O:23])=[CH:29][CH:28]=[CH:27][CH:26]=2)=[CH:31][CH:32]=1 |f:1.2|. Reported procedure: To a solution of 4′-trifluoromethyl-biphenyl-2-carboxylic acid [4-[4-(3-carbomethoxy-benzyl)-piperazin-1-yl]-phenyl]-amide (1.6 g) in EtOH (100 mL) was added 1N sodium hydroxide (5.6 mL) and the mixture was stirred under reflux for 16 hours. The solution was cooled at room temperature and acidified with 1N hydrochloric acid (5.6 mL). The white precipitate obtained was filtered and recristallized from EtOH to give the title compound (1.4 g) as white crystals. m.p.: 225-227° C.